Dataset: the Open Reaction Database (ORD), a public repository of structured organic reaction records. Task: describe an organic reaction: reactants, conditions, products, and yield Reactants: CS(=O)(=O)OCCC#CC=1SC=CC1 (4-(thiophen-2-yl)but-3-ynyl methanesulfonate), C(C)(C)(C)N (tert-BuNH2). Yields the product C(C)(C)(C)NCCC#CC=1SC=CC1 (N-tert-butyl-4-(thiophen-2-yl)but-3-yn-1-amine). RXN SMILES: CS(O[CH2:6][CH2:7][C:8]#[C:9][C:10]1[S:11][CH:12]=[CH:13][CH:14]=1)(=O)=O.[C:15]([NH2:19])([CH3:18])([CH3:17])[CH3:16]>>[C:15]([NH:19][CH2:6][CH2:7][C:8]#[C:9][C:10]1[S:11][CH:12]=[CH:13][CH:14]=1)([CH3:18])([CH3:17])[CH3:16]. Procedure: A solution of 1 g of 1b in 10 ml of tert-BuNH2 was stirred overnight at RT. The mixture, consisting of desired product as well as elimination product, was concentrated, diluted with 20 ml of 5% NaHCO3 and extracted with ether. The extract was dried and concentrated (45° C./100 mm). The residue (˜450 mg) containing 1c was used without further purification in the next step; Starting materials: CC[N+](CC)(CC)Cc1ccccc1, CI, [Cl-], ClCCl, [Na+], [OH-], CC1(C)CC(=O)c2ccc(O)cc2O1. Yields the product COc1ccc2c(c1)OC(C)(C)CC2=O. RXN SMILES: [CH2:23]([N+:24]([CH2:25][CH3:26])([CH2:27][CH3:28])[CH2:29][c:30]1[cH:31][cH:32][cH:33][cH:34][cH:35]1)[CH3:36].[CH3:3][I:4].[Cl-:22].[Cl:19][CH2:20][Cl:21].[Na+:2].[OH-:1].[OH:5][c:6]1[cH:7][cH:8][c:9]2[c:14]([cH:15]1)[O:13][C:12]([CH3:16])([CH3:17])[CH2:11][C:10]2=[O:18]>>[CH3:3][O:5][c:6]1[cH:7][cH:8][c:9]2[c:14]([cH:15]1)[O:13][C:12]([CH3:16])([CH3:17])[CH2:11][C:10]2=[O:18].